From a dataset of the Open Reaction Database (ORD), a public repository of structured organic reaction records. describe an organic reaction: reactants, conditions, products, and yield Reactants: [Cl-].[NH4+] (ammonium chloride), CC(C)([O-])C.[K+] (potassium t-butoxide), C[Si](OC[C@]12CCC(C=C1CC[C@H]1[C@@H]3CCC([C@@]3(C)CC[C@H]21)=O)=O)(C)C (19-trimethylsiloxy-4-androstene-3,17-dione). Run in CS(=O)C (dimethylsulfoxide), CS(=O)C (dimethylsulfoxide). The product is C[Si](OC[C@]12CCC(CC1=CC[C@H]1[C@@H]3CCC([C@@]3(C)CC[C@H]21)=O)=O)(C)C (19-trimethylsiloxy-5-androstene-3,17-dione). As a reaction SMILES: CC(C)([O-])C.[K+].[CH3:7][Si:8]([CH3:32])([CH3:31])[O:9][CH2:10][C@@:11]12[C@@H:28]3[C@H:19]([C@H:20]4[C@@:24]([CH2:26][CH2:27]3)([CH3:25])[C:23](=[O:29])[CH2:22][CH2:21]4)[CH2:18][CH2:17][C:16]1=[CH:15][C:14](=[O:30])[CH2:13][CH2:12]2.[Cl-].[NH4+]>CS(C)=O>[CH3:31][Si:8]([CH3:7])([CH3:32])[O:9][CH2:10][C@@:11]12[C@@H:28]3[C@H:19]([C@H:20]4[C@@:24]([CH2:26][CH2:27]3)([CH3:25])[C:23](=[O:29])[CH2:22][CH2:21]4)[CH2:18][CH:17]=[C:16]1[CH2:15][C:14](=[O:30])[CH2:13][CH2:12]2 |f:0.1,3.4|. Reported procedure: To a solution of potassium t-butoxide in dimethylsulfoxide at 25° C. under nitrogen is added a solution of 19-trimethylsiloxy-4-androstene-3,17-dione in dimethylsulfoxide with stirring. After 15 minutes the mixture is poured onto a cold aqueous ammonium chloride solution. The solid so obtained is rapidly filtered, washed well with water and dissolved in ether. The ether solution is washed well with water, dried over sodium sulfate and the ether removed at room temperature to yield 19-trimethylsi... Reactants: FC=1C=C(CCBr)C=CC1F (3,4-difluoro-phenethyl bromide), C1(=CC=CC=C1)P(C1=CC=CC=C1)C1=CC=CC=C1 (triphenyl phosphine). Procedure: A mixture of 19.67 g (89 mmol) of 3,4-difluoro-phenethyl bromide, 28.07 g (107 mmol) of triphenyl phosphine and 134 ml of toluene was heated under reflux for 36 hrs. After cooling, the crystal was washed by decantation with toluene and dried in vacuo, while ice-cooling. Solvent: C1(=CC=CC=C1)C (toluene). Reaction SMILES: [F:1][C:2]1[CH:3]=[C:4]([CH:8]=[CH:9][C:10]=1[F:11])[CH2:5][CH2:6][Br:7].[C:12]1([P:18]([C:25]2[CH:30]=[CH:29][CH:28]=[CH:27][CH:26]=2)[C:19]2[CH:24]=[CH:23][CH:22]=[CH:21][CH:20]=2)[CH:17]=[CH:16][CH:15]=[CH:14][CH:13]=1>C1(C)C=CC=CC=1>[Br-:7].[F:1][C:2]1[CH:3]=[C:4]([CH2:5][CH2:6][P+:18]([C:19]2[CH:20]=[CH:21][CH:22]=[CH:23][CH:24]=2)([C:25]2[CH:30]=[CH:29][CH:28]=[CH:27][CH:26]=2)[C:12]2[CH:13]=[CH:14][CH:15]=[CH:16][CH:17]=2)[CH:8]=[CH:9][C:10]=1[F:11] |f:3.4|. The product is [Br-].FC=1C=C(C=CC1F)CC[P+](C1=CC=CC=C1)(C1=CC=CC=C1)C1=CC=CC=C1 ((3,4-Difluorophenyl)ethyltriphenylphosphonium Bromide). As a reaction SMILES: [C:23](=[O:24])([O-:25])[O-:26].[Cs+:27].[Cs+:28].[F:13][c:14]1[cH:15][c:16]([CH2:21][OH:22])[cH:17][c:18]([F:20])[cH:19]1.[F:1][c:2]1[cH:3][cH:4][c:5]([N+:10](=[O:11])[O-:12])[c:6]([C:7]#[N:8])[cH:9]1.[O:30]=[CH:31][N:32]([CH3:33])[CH3:34].[OH2:29]>>[c:2]1([O:22][CH2:21][c:16]2[cH:15][c:14]([F:13])[cH:19][c:18]([F:20])[cH:17]2)[cH:3][cH:4][c:5]([N+:10](=[O:11])[O-:12])[c:6]([C:7]#[N:8])[cH:9]1. Starting materials: O=C([O-])[O-], [Cs+], [Cs+], OCc1cc(F)cc(F)c1, N#Cc1cc(F)ccc1[N+](=O)[O-], CN(C)C=O, O. Product: N#Cc1cc(OCc2cc(F)cc(F)c2)ccc1[N+](=O)[O-].